Dataset: the Open Reaction Database (ORD), a public repository of structured organic reaction records. Task: describe an organic reaction: reactants, conditions, products, and yield Starting materials: COc1ccc(OC)c(N)c1, CCO, O=S(=O)(Nc1nc2ccccc2nc1Cl)c1cccc(F)c1. Product: COc1ccc(OC)c(Nc2nc3ccccc3nc2NS(=O)(=O)c2cccc(F)c2)c1. Reaction SMILES: [CH3:23][O:24][c:25]1[c:26]([NH2:27])[cH:28][c:29]([O:32][CH3:33])[cH:30][cH:31]1.[CH3:34][CH2:35][OH:36].[Cl:1][c:2]1[c:3]([NH:12][S:13](=[O:14])(=[O:15])[c:16]2[cH:17][c:18]([F:22])[cH:19][cH:20][cH:21]2)[n:4][c:5]2[cH:6][cH:7][cH:8][cH:9][c:10]2[n:11]1>>[c:2]1([NH:27][c:26]2[c:25]([O:24][CH3:23])[cH:31][cH:30][c:29]([O:32][CH3:33])[cH:28]2)[c:3]([NH:12][S:13](=[O:14])(=[O:15])[c:16]2[cH:17][c:18]([F:22])[cH:19][cH:20][cH:21]2)[n:4][c:5]2[cH:6][cH:7][cH:8][cH:9][c:10]2[n:11]1. Reported procedure: The starting material from Example 3, 2-(5-hydroxyhept-1-yl)bicyclo[3.3.0]octan-7-one }hexahydro-4-(5-hydroxyheptyl)-2(1H)-pentalenone} (2.5 g, 10.5 mmoles) is diluted with glacial acetic acid (10 ml) and stirred in a 70° C. water bath for 4 hours. The reaction is cooled to room temperature and partitioned between ether (50 ml) and water (50 ml). The ether layer is separated and the aqueous phase extracted with ether (2×50 ml). The organic layers are combined, neutralized with a solution of satu... Starting materials: OC(CCCCC1C2CC(CC2CC1)=O)CC (2-(5-hydroxyhept-1-yl)bicyclo[3.3.0]octan-7-one), C(C)(=O)O (acetic acid), OC(CCCCC1C2CC(CC2CC1)=O)CC (2-(5-hydroxyhept-1-yl)bicyclo[3.3.0]octan-7-one), OC(CCCCC1C2CC(CC2CC1)=O)CC (hexahydro-4-(5-hydroxyheptyl)-2(1H)-pentalenone). Conditions: temperature 70 celsius, time 4 hour. Reaction SMILES: [OH:1][CH:2]([CH2:16][CH3:17])[CH2:3][CH2:4][CH2:5][CH2:6][CH:7]1[CH2:14][CH2:13][CH:12]2[CH:8]1[CH2:9][C:10](=[O:15])[CH2:11]2.[C:18](O)(=[O:20])[CH3:19]>>[C:18]([O:1][CH:2]([CH2:16][CH3:17])[CH2:3][CH2:4][CH2:5][CH2:6][CH:7]1[CH2:14][CH2:13][CH:12]2[CH:8]1[CH2:9][C:10](=[O:15])[CH2:11]2)(=[O:20])[CH3:19]. The product is C(C)(=O)OC(CCCCC1C2CC(CC2CC1)=O)CC (2-(5-acetoxyhept-1-yl)bicyclo[3.3.0]octan-7-one).